From a dataset of the Open Reaction Database (ORD), a public repository of structured organic reaction records. describe an organic reaction: reactants, conditions, products, and yield Reactants: FC=1C=C(C=CC1C1=CC=CN2C1=NS(CC2)(=O)=O)C2=CC=CC=C2 (9-(3-fluorobiphenyl-4-yl)-3,4-dihydropyrido[2,1-c][1,2,4]thiadiazine 2,2-dioxide). The reagents and catalysts are [C].[Pd] (palladium carbon), [C].[Rh] (Rhodium carbon). Solvent: C1CCOC1.CO (THF methanol). Conditions: temperature 50 celsius, time 1 day. Yields the product FC=1C=C(C=CC1C1CCCN2C1=NS(CC2)(=O)=O)C2=CC=CC=C2 (9-(3-fluorobiphenyl-4-yl)-3,4,6,7,8,9-hexahydropyrido[2,1-c][1,2,4]thiadiazine 2,2-dioxide). Isolated yield 76.3%. As a reaction SMILES: [F:1][C:2]1[CH:3]=[C:4]([C:20]2[CH:25]=[CH:24][CH:23]=[CH:22][CH:21]=2)[CH:5]=[CH:6][C:7]=1[C:8]1[C:13]2=[N:14][S:15](=[O:19])(=[O:18])[CH2:16][CH2:17][N:12]2[CH:11]=[CH:10][CH:9]=1>C1COCC1.CO.[C].[Pd].[C].[Rh]>[F:1][C:2]1[CH:3]=[C:4]([C:20]2[CH:25]=[CH:24][CH:23]=[CH:22][CH:21]=2)[CH:5]=[CH:6][C:7]=1[CH:8]1[C:13]2=[N:14][S:15](=[O:19])(=[O:18])[CH2:16][CH2:17][N:12]2[CH2:11][CH2:10][CH2:9]1 |f:1.2,3.4,5.6|. Procedure details: To a solution of 9-(3-fluorobiphenyl-4-yl)-3,4-dihydropyrido[2,1-c][1,2,4]thiadiazine 2,2-dioxide (200 mg) in THF/methanol (30 mL/30 mL) was added 10% palladium carbon (50 mg). The reaction mixture was stirred under a hydrogen atmosphere at 50° C. for 1 day. 5% Rhodium carbon (100 mg) was added, and the reaction mixture was stirred under a hydrogen atmosphere at room temperature for 7 hr, and insoluble material was filtered off through celite. The filtrate was concentrated under reduced pressure... The reactants are C1(=CC=CC=C1)C(Cl)(Cl)Cl (Benzotrichloride), ClS(=O)(=O)O (chlorosulfonic acid). Yields the product ClS(=O)(=O)C=1C=C(C=CC1)C(Cl)(Cl)Cl (m-chlorosulfonylbenzotrichloride). RXN SMILES: [C:1]1([C:7]([Cl:10])([Cl:9])[Cl:8])[CH:6]=[CH:5][CH:4]=[CH:3][CH:2]=1.[Cl:11][S:12](O)(=[O:14])=[O:13]>>[Cl:11][S:12]([C:3]1[CH:2]=[C:1]([C:7]([Cl:10])([Cl:9])[Cl:8])[CH:6]=[CH:5][CH:4]=1)(=[O:14])=[O:13]. Reported procedure: Benzotrichloride is chlorosulfonated with chlorosulfonic acid to yield m-chlorosulfonylbenzotrichloride, and the product is heated to obtain m-chlorosulfonylbenzoylchloride. (U.S. Pat. No. 3,290,370)